From a dataset of the Open Reaction Database (ORD), a public repository of structured organic reaction records. describe an organic reaction: reactants, conditions, products, and yield Reactants: COC(=O)c1ccc(Br)c(O)c1, CNC, CCOC(C)=O, [K], N#C[Fe-3](C#N)(C#N)(C#N)(C#N)C#N, [Na+], [Na+], O=C([O-])[O-], CC(=O)[O-], CC(=O)[O-], [Pd+2]. The product is COC(=O)c1ccc(C#N)c(O)c1. RXN SMILES: [Br:1][c:2]1[c:3]([OH:12])[cH:4][c:5]([C:6](=[O:7])[O:8][CH3:9])[cH:10][cH:11]1.[CH3:19][NH:20][CH3:21].[CH3:22][CH2:23][O:24][C:25](=[O:26])[CH3:27].[K:37].[N:38]#[C:39][Fe-3:40]([C:41]#[N:42])([C:43]#[N:44])([C:45]#[N:46])([C:47]#[N:48])[C:49]#[N:50].[Na+:13].[Na+:14].[O-:15][C:16](=[O:17])[O-:18].[O-:29][C:30]([CH3:31])=[O:32].[O-:33][C:34]([CH3:35])=[O:36].[Pd+2:28]>>[c:2]1([C:19]#[N:20])[c:3]([OH:12])[cH:4][c:5]([C:6](=[O:7])[O:8][CH3:9])[cH:10][cH:11]1. Reactants: CCOC(=O)c1ccc(F)cc1N, CC(=O)Cl, O, c1ccncc1. Yields the product CCOC(=O)c1ccc(F)cc1NC(C)=O. RXN SMILES: [CH2:1]([CH3:2])[O:3][C:4]([c:5]1[c:6]([NH2:12])[cH:7][c:8]([F:11])[cH:9][cH:10]1)=[O:13].[CH3:14][C:15]([Cl:16])=[O:17].[OH2:24].[cH:18]1[cH:19][cH:20][n:21][cH:22][cH:23]1>>[CH2:1]([CH3:2])[O:3][C:4]([c:5]1[c:6]([NH:12][C:15]([CH3:14])=[O:17])[cH:7][c:8]([F:11])[cH:9][cH:10]1)=[O:13].